This data is from the Open Reaction Database (ORD), a public repository of structured organic reaction records. The task is: describe an organic reaction: reactants, conditions, products, and yield The reactants are C(=O)NC=1SC=C(N1)C(C(=O)NC1[C@@H]2N(C(=C(CS2)CSC=2SC=NN2)C(=O)O)C1=O)=NOCCN=[N+]=[N-] (7-[2-(2-formamidothiazol-4-yl)-2-(2-azidoethoxyimino)acetamido]-3-(1,3,4-thiadiazol-2-yl)thiomethyl-3-cephem-4-carboxylic acid), Cl (hydrochloric acid), CO (methanol). The solvent is O1CCCC1 (tetrahydrofuran). Reaction conditions: time 5 hour. The product is Cl.NC=1SC=C(N1)C(C(=O)NC1[C@@H]2N(C(=C(CS2)CSC=2SC=NN2)C(=O)O)C1=O)=NOCCN=[N+]=[N-] (7-[2-(2-aminothiazol-4-yl)-2-(2-azidoethoxyimino)acetamido]-3-(1,3,4-thiadiazol-2-yl)thiomethyl-3-cephem-4-carboxylic acid hydrochloride). Yield: 87.6%. Reaction SMILES: C([NH:3][C:4]1[S:5][CH:6]=[C:7]([C:9](=[N:32][O:33][CH2:34][CH2:35][N:36]=[N+:37]=[N-:38])[C:10]([NH:12][CH:13]2[C:30](=[O:31])[N:15]3[C:16]([C:27]([OH:29])=[O:28])=[C:17]([CH2:20][S:21][C:22]4[S:23][CH:24]=[N:25][N:26]=4)[CH2:18][S:19][C@H:14]23)=[O:11])[N:8]=1)=O.[ClH:39].CO>O1CCCC1>[ClH:39].[NH2:3][C:4]1[S:5][CH:6]=[C:7]([C:9](=[N:32][O:33][CH2:34][CH2:35][N:36]=[N+:37]=[N-:38])[C:10]([NH:12][CH:13]2[C:30](=[O:31])[N:15]3[C:16]([C:27]([OH:29])=[O:28])=[C:17]([CH2:20][S:21][C:22]4[S:23][CH:24]=[N:25][N:26]=4)[CH2:18][S:19][C@H:14]23)=[O:11])[N:8]=1 |f:4.5|. Procedure: A mixture of 7-[2-(2-formamidothiazol-4-yl)-2-(2-azidoethoxyimino)acetamido]-3-(1,3,4-thiadiazol-2-yl)thiomethyl-3-cephem-4-carboxylic acid (syn isomer, 0.9 g.), conc. hydrochloric acid (0.2 g.), methanol (10 ml.) and tetrahydrofuran (4 ml.) was stirred at room temperature for 5 hours. After concentrating the resultant solution in vacuo, the residue was pulverized with a mixture of disopropyl ether and ethyl acetate (30 ml. 5:1 v/v). The precipitates were collected by filtration, washed with dii... Procedure details: 3-Benzylthio-1-phenyl-1,2,4-triazole (5 g) in dry tetrahydrofuran (50 ml) at -70° C. was treated dropwise with n-butyllithium (1.05 equivs). The solution was stirred at -70° C. for 10 minutes and cyanogen bromide (1.98 g) was added rapidly. The mixture was allowed to warm to room temperature and was then quenched with ethanol. The volatile materials were removed in vacuo, and the crude product was chromatographed on silica using dichloromethane to give 4.3 g of the desired product as a yellow oi... The reactants are C(C1=CC=CC=C1)SC1=NN(C=N1)C1=CC=CC=C1 (3-Benzylthio-1-phenyl-1,2,4-triazole), C(CCC)[Li] (n-butyllithium), N#CBr (cyanogen bromide). Run at temperature -70 celsius, time 10 minute. The solvent is O1CCCC1 (tetrahydrofuran). Product: C(C1=CC=CC=C1)SC1=NN(C(=N1)Br)C1=CC=CC=C1 (3-Benzylthio-5-bromo-1-phenyl-1,2,4-triazole). Isolated yield 66.4%. As a reaction SMILES: [CH2:1]([S:8][C:9]1[N:13]=[CH:12][N:11]([C:14]2[CH:19]=[CH:18][CH:17]=[CH:16][CH:15]=2)[N:10]=1)[C:2]1[CH:7]=[CH:6][CH:5]=[CH:4][CH:3]=1.C([Li])CCC.N#C[Br:27]>O1CCCC1>[CH2:1]([S:8][C:9]1[N:13]=[C:12]([Br:27])[N:11]([C:14]2[CH:19]=[CH:18][CH:17]=[CH:16][CH:15]=2)[N:10]=1)[C:2]1[CH:3]=[CH:4][CH:5]=[CH:6][CH:7]=1. Starting materials: C(C)(=O)OC=1C(=C(C2=C(CC(O2)CC(=O)O)C1C)C)C ((RS)-2-(2,3-dihydro-5-acetyloxy-4,6,7-trimethylbenzofuranyl) acetic acid), C(C(=O)Cl)(=O)Cl (oxalyl chloride). Solvent: C1=CC=CC=C1 (benzene). The product is C(C)(=O)OC=1C(=C(C2=C(CC(O2)CC(=O)Cl)C1C)C)C ((RS)-2-(2,3-dihydro-5-acetyloxy-4,6,7-trimethylbenzofuranyl) acetyl chloride). Reaction SMILES: [C:1]([O:4][C:5]1[C:6]([CH3:20])=[C:7]([CH3:19])[C:8]2[O:12][CH:11]([CH2:13][C:14](O)=[O:15])[CH2:10][C:9]=2[C:17]=1[CH3:18])(=[O:3])[CH3:2].C(Cl)(=O)C([Cl:24])=O>C1C=CC=CC=1>[C:1]([O:4][C:5]1[C:6]([CH3:20])=[C:7]([CH3:19])[C:8]2[O:12][CH:11]([CH2:13][C:14]([Cl:24])=[O:15])[CH2:10][C:9]=2[C:17]=1[CH3:18])(=[O:3])[CH3:2]. Reported procedure: To a suspension of (RS)-2-(2,3-dihydro-5-acetyloxy-4,6,7-trimethylbenzofuranyl) acetic acid (see example 2) (4.4 g) in benzene (36 ml) is added dropwise oxalyl chloride (7 ml) over 30'. The reactants are ClC1=NC2=C(C=CC=C2C=N1)OC (2-chloro-8-methoxyquinazoline), FC1=C(C(=CC=C1)F)B(O)O (2,6-difluorophenylboronic acid), CCN(C(C)C)C(C)C (DIPEA), [Cl-] (chloride). Reagents/catalysts: C1=CC=C(C=C1)P([C-]2C=CC=C2)C3=CC=CC=C3.C1=CC=C(C=C1)P([C-]2C=CC=C2)C3=CC=CC=C3.Cl[Pd]Cl.[Fe+2].C(Cl)Cl (Pd(dppf)Cl2 DCM). Solvent: C(C)O (ethanol), C1(=CC=CC=C1)C (toluene). Run at temperature 130 celsius, time 30 minute. The product is FC1=C(C(=CC=C1)F)C1=NC2=C(C=CC=C2C=N1)OC (2-(2,6-difluorophenyl)-8-methoxyquinazoline). RXN SMILES: Cl[C:2]1[N:11]=[CH:10][C:9]2[C:4](=[C:5]([O:12][CH3:13])[CH:6]=[CH:7][CH:8]=2)[N:3]=1.[F:14][C:15]1[CH:20]=[CH:19][CH:18]=[C:17]([F:21])[C:16]=1B(O)O.CCN(C(C)C)C(C)C.[Cl-]>C1C=CC(P(C2C=CC=CC=2)[C-]2C=CC=C2)=CC=1.C1C=CC(P(C2C=CC=CC=2)[C-]2C=CC=C2)=CC=1.Cl[Pd]Cl.[Fe+2].C(Cl)Cl.C(O)C.C1(C)C=CC=CC=1>[F:14][C:15]1[CH:20]=[CH:19][CH:18]=[C:17]([F:21])[C:16]=1[C:2]1[N:11]=[CH:10][C:9]2[C:4](=[C:5]([O:12][CH3:13])[CH:6]=[CH:7][CH:8]=2)[N:3]=1 |f:4.5.6.7.8|. Procedure: 2-chloro-8-methoxyquinazoline (1.0 eq), 2,6-difluorophenylboronic acid (1.5 eq), and DIPEA (3 eq) was mixed with toluene and ethanol (1:1, 0.5M) in a microwave vial. The reaction mixture was degassed by anhydrous N2 stream for 5 min followed by the addition of Pd(dppf)Cl2-DCM (0.1 eq). The reaction mixture was stirred at 130° C. for 30 min in microwave. Solvents were removed under reduced pressure. The crude product was purified by column (ethyl acetate:hexanes=1:1) to give the mixture of starti... Reactants: C(=O)(O)[O-].[Na+] (NaHCO3), C(C)N1C(N(C2=NC=CC(=C21)C)C2=CC=C(C=C2)O[Si](C(C)C)(C(C)C)C(C)C)=O (1-ethyl-7-methyl-3-(4-{[tris(1-methylethyl)silyl]oxy}phenyl)-1,3-dihydro-2H-imidazo[4,5-b]pyridin-2-one), OO.NC(=O)N (urea hydrogen peroxide), FC(C(=O)OC(C(F)(F)F)=O)(F)F (trifluoroacetic anhydride). Run in C(Cl)Cl (CH2Cl2). Run at time 12 hour. The product is C(C)N1C(N(C2=[N+](C=CC(=C21)C)[O-])C2=CC=C(C=C2)O[Si](C(C)C)(C(C)C)C(C)C)=O (1-ethyl-7-methyl-3-(4-{[tris(1-methylethyl)silyl]oxy}phenyl)-1,3-dihydro-2H-imidazo[4,5-b]pyridin-2-one 4-oxide). Yield: 19.3%. Reaction SMILES: [CH2:1]([N:3]1[C:11]2[C:6](=[N:7][CH:8]=[CH:9][C:10]=2[CH3:12])[N:5]([C:13]2[CH:18]=[CH:17][C:16]([O:19][Si:20]([CH:27]([CH3:29])[CH3:28])([CH:24]([CH3:26])[CH3:25])[CH:21]([CH3:23])[CH3:22])=[CH:15][CH:14]=2)[C:4]1=[O:30])[CH3:2].OO.NC(N)=[O:35].FC(F)(F)C(OC(=O)C(F)(F)F)=O.C([O-])(O)=O.[Na+]>C(Cl)Cl>[CH2:1]([N:3]1[C:11]2[C:6](=[N+:7]([O-:35])[CH:8]=[CH:9][C:10]=2[CH3:12])[N:5]([C:13]2[CH:18]=[CH:17][C:16]([O:19][Si:20]([CH:21]([CH3:22])[CH3:23])([CH:24]([CH3:26])[CH3:25])[CH:27]([CH3:29])[CH3:28])=[CH:15][CH:14]=2)[C:4]1=[O:30])[CH3:2] |f:1.2,4.5|. Procedure details: To a stirred mixture of 1-ethyl-7-methyl-3-(4-{[tris(1-methylethyl)silyl]oxy}phenyl)-1,3-dihydro-2H-imidazo[4,5-b]pyridin-2-one (5 g) and urea hydrogen peroxide (2.32 g) in CH2Cl2 (50 mL) was added trifluoroacetic anhydride (3.32 mL) at 0° C. The mixture was stirred at room temperature for 12 h, and treated with saturated NaHCO3 solution. The organic layer was separated and the aqueous layer was extracted with AcOEt. The organic layer was combined, dried over MgSO4 and concentrated in vacuo. The... Reactants: ClC1=C(C(=O)O)C=CC(=C1)Cl (2,4-dichlorobenzoic acid), FC(C1=NC=C(C=N1)C(CN)CC1(CC1)C(F)(F)F)F (2-(2-(difluoromethyl)pyrimidin-5-yl)-3-(1-(trifluoromethyl)cyclopropyl)propan-1-amine). Product: ClC1=C(C(=O)NCC(CC2(CC2)C(F)(F)F)C=2C=NC(=NC2)C(F)F)C=CC(=C1)Cl ((+)-2,4-Dichloro-N-(2-(2-(difluoromethyl)pyrimidin-5-yl)-3-(1-(trifluoromethyl)cyclopropyl)propyl)benzamide). RXN SMILES: [Cl:1][C:2]1[CH:10]=[C:9]([Cl:11])[CH:8]=[CH:7][C:3]=1[C:4]([OH:6])=O.[F:12][CH:13]([F:31])[C:14]1[N:19]=[CH:18][C:17]([CH:20]([CH2:23][C:24]2([C:27]([F:30])([F:29])[F:28])[CH2:26][CH2:25]2)[CH2:21][NH2:22])=[CH:16][N:15]=1>>[Cl:1][C:2]1[CH:10]=[C:9]([Cl:11])[CH:8]=[CH:7][C:3]=1[C:4]([NH:22][CH2:21][CH:20]([C:17]1[CH:16]=[N:15][C:14]([CH:13]([F:31])[F:12])=[N:19][CH:18]=1)[CH2:23][C:24]1([C:27]([F:30])([F:28])[F:29])[CH2:26][CH2:25]1)=[O:6]. Reported procedure: The racemic mixture which was prepared in a similar manner to example 3a from 2,4-dichlorobenzoic acid and 2-(2-(difluoromethyl)pyrimidin-5-yl)-3-(1-(trifluoromethyl)cyclopropyl)propan-1-amine was separated into the two enantiomers by preparative SFC to yield the title compound. LCMS (MH+): m/z=468.0, tR (minutes, Method F)=3.14. [α]D20=+32.40 (c=3.15 mg/mL,CHCl3) The reactants are CC(C)c1nc(C(O)(C(F)(F)F)C(F)(F)F)[nH]c1-c1ccccc1, O, O=[N+]([O-])O. The product is CC(C)c1nc(C(O)(C(F)(F)F)C(F)(F)F)[nH]c1-c1ccc([N+](=O)[O-])cc1. RXN SMILES: [CH3:1][CH:2]([CH3:3])[c:4]1[n:5][c:6]([C:15]([OH:16])([C:17]([F:18])([F:19])[F:20])[C:21]([F:22])([F:23])[F:24])[nH:7][c:8]1-[c:9]1[cH:10][cH:11][cH:12][cH:13][cH:14]1.[OH2:29].[OH:25][N+:26]([O-:27])=[O:28]>>[CH3:1][CH:2]([CH3:3])[c:4]1[n:5][c:6]([C:15]([OH:16])([C:17]([F:18])([F:19])[F:20])[C:21]([F:22])([F:23])[F:24])[nH:7][c:8]1-[c:9]1[cH:10][cH:11][c:12]([N+:26](=[O:25])[O-:27])[cH:13][cH:14]1.